This data is from the Open Reaction Database (ORD), a public repository of structured organic reaction records. The task is: describe an organic reaction: reactants, conditions, products, and yield The reactants are C1CCOC1, CC(C)O, Cn1cnnc1C(Cl)(c1ccc(Cl)cc1)c1ccc2c(c1)c(-c1cccc(Cl)c1)cc(=O)n2C, N, O. Yields the product Cn1cnnc1C(N)(c1ccc(Cl)cc1)c1ccc2c(c1)c(-c1cccc(Cl)c1)cc(=O)n2C. Reaction SMILES: [CH2:35]1[O:36][CH2:37][CH2:38][CH2:39]1.[CH3:41][CH:42]([OH:43])[CH3:44].[Cl:1][C:2]([c:3]1[cH:4][c:5]2[c:6](-[c:15]3[cH:16][c:17]([Cl:21])[cH:18][cH:19][cH:20]3)[cH:7][c:8](=[O:14])[n:9]([CH3:13])[c:10]2[cH:11][cH:12]1)([c:22]1[n:23][n:24][cH:25][n:26]1[CH3:27])[c:28]1[cH:29][cH:30][c:31]([Cl:34])[cH:32][cH:33]1.[NH3:40].[OH2:45]>>[C:2]([c:3]1[cH:4][c:5]2[c:6](-[c:15]3[cH:16][c:17]([Cl:21])[cH:18][cH:19][cH:20]3)[cH:7][c:8](=[O:14])[n:9]([CH3:13])[c:10]2[cH:11][cH:12]1)([c:22]1[n:23][n:24][cH:25][n:26]1[CH3:27])([c:28]1[cH:29][cH:30][c:31]([Cl:34])[cH:32][cH:33]1)[NH2:40]. Starting materials: COc1cc(O)cc(C(=O)NC2CCN(C(=O)OC(C)(C)C)CC2)c1, CC(C)(C)OC(=O)N1CCC(N)CC1, O=C([O-])[O-], CCN=C=NCCCN(C)C, COC(=O)CCCBr, CC#N, ClCCl, Cl, [K+], [K+], C1CCOC1, COc1cc(O)cc(C(=O)O)c1. The product is COC(=O)CCCOc1cc(OC)cc(C(=O)NC2CCN(C(=O)OC(C)(C)C)CC2)c1. RXN SMILES: [C:1]([CH3:2])([CH3:3])([CH3:4])[O:5][C:6](=[O:7])[N:8]1[CH2:9][CH2:10][CH:11]([NH:14][C:15]([c:16]2[cH:17][c:18]([OH:24])[cH:19][c:20]([O:22][CH3:23])[cH:21]2)=[O:25])[CH2:12][CH2:13]1.[C:38]([O:39][C:40]([N:41]1[CH2:42][CH2:43][CH:44]([NH2:45])[CH2:46][CH2:47]1)=[O:48])([CH3:49])([CH3:50])[CH3:51].[C:64](=[O:65])([O-:66])[O-:67].[CH3:53][N:54]([CH3:55])[CH2:56][CH2:57][CH2:58][N:59]=[C:60]=[N:61][CH2:62][CH3:63].[CH3:70][O:71][C:72]([CH2:73][CH2:74][CH2:75][Br:76])=[O:77].[CH3:86][C:87]#[N:88].[Cl:83][CH2:84][Cl:85].[ClH:52].[K+:68].[K+:69].[O:78]1[CH2:79][CH2:80][CH2:81][CH2:82]1.[OH:26][c:27]1[cH:28][c:29]([C:35]([OH:36])=[O:37])[cH:30][c:31]([O:32][CH3:33])[cH:34]1>>[C:1]([CH3:2])([CH3:3])([CH3:4])[O:5][C:6](=[O:7])[N:8]1[CH2:9][CH2:10][CH:11]([NH:14][C:15]([c:16]2[cH:17][c:18]([O:24][CH2:75][CH2:74][CH2:73][C:72]([O:71][CH3:70])=[O:77])[cH:19][c:20]([O:22][CH3:23])[cH:21]2)=[O:25])[CH2:12][CH2:13]1. The reactants are C(C)S(=O)(=O)OC1=NOC(=C1)CC(=O)O ((3-ethanesulphonyloxyisoxazol-5-yl)acetic acid), P(Cl)(Cl)(Cl)(Cl)Cl (phosphorus pentachloride). The solvent is C(Cl)Cl (methylene chloride). Run at time 1 hour. Yields the product C(C)S(=O)(=O)OC1=NOC(=C1)CC(=O)Cl ((3-ethanesulphonyloxyisoxazol-5-yl)acetyl chloride). Reaction SMILES: [CH2:1]([S:3]([O:6][C:7]1[CH:11]=[C:10]([CH2:12][C:13]([OH:15])=O)[O:9][N:8]=1)(=[O:5])=[O:4])[CH3:2].P(Cl)(Cl)(Cl)(Cl)[Cl:17]>C(Cl)Cl>[CH2:1]([S:3]([O:6][C:7]1[CH:11]=[C:10]([CH2:12][C:13]([Cl:17])=[O:15])[O:9][N:8]=1)(=[O:5])=[O:4])[CH3:2]. Reported procedure: 650 mg of (3-ethanesulphonyloxyisoxazol-5-yl)acetic acid were dissolved in 7 ml of methylene chloride, 577 mg of phosphorus pentachloride were added thereto, and the mixture was stirred at room temperature for 1 hour. The solvent was distilled off and the residual (3-ethanesulphonyloxyisoxazol-5-yl)acetyl chloride thus obtained was dissolved in 5 ml of methylene chloride. This solution was added to a solution of 300 mg of benzhydryl 7β-amino-7α-methoxy-3-(1-methyl-1H-tetrazol-5-yl)thiomethyl-3-c... Starting materials: [H-].[Na+] (sodium hydride), FC1=C(C(=NN1C)C(F)(F)F)C(=O)NC1=C(C=CC=C1)C(CC(C)(C)C)C (5-fluoro-1-methyl-3-(trifluoromethyl)-N-[2-(1,3,3-trimethylbutyl)phenyl]-1H-pyrazole-4-carboxamide), C(C)(=O)Cl (acetyl chloride), C(C)(=O)OC(C)=O (acetic anhydride). Solvent: C(C)N(CC)CC (triethylamine), CO (methanol), O1CCCC1 (tetrahydrofuran). Conditions: time 15 minute. Yields the product C(C)(=O)N(C(=O)C=1C(=NN(C1F)C)C(F)(F)F)C1=C(C=CC=C1)C(CC(C)(C)C)C (N-acetyl-5-fluoro-1-methyl-3-(trifluoromethyl)-N-[2-(1,3,3-trimethylbutyl)phenyl]-1H-pyrazole-4-carboxamide). The yield is 54.6%. RXN SMILES: [H-].[Na+].[F:3][C:4]1[N:8]([CH3:9])[N:7]=[C:6]([C:10]([F:13])([F:12])[F:11])[C:5]=1[C:14]([NH:16][C:17]1[CH:22]=[CH:21][CH:20]=[CH:19][C:18]=1[CH:23]([CH3:29])[CH2:24][C:25]([CH3:28])([CH3:27])[CH3:26])=[O:15].[C:30](Cl)(=[O:32])[CH3:31].C(OC(=O)C)(=O)C>O1CCCC1.C(N(CC)CC)C.CO>[C:30]([N:16]([C:17]1[CH:22]=[CH:21][CH:20]=[CH:19][C:18]=1[CH:23]([CH3:29])[CH2:24][C:25]([CH3:28])([CH3:27])[CH3:26])[C:14]([C:5]1[C:6]([C:10]([F:13])([F:11])[F:12])=[N:7][N:8]([CH3:9])[C:4]=1[F:3])=[O:15])(=[O:32])[CH3:31] |f:0.1|. Procedure: At room temperature, 56.0 mg (2.3 mmol) of sodium hydride are added to a solution of 300.0 mg (0.78 mmol) of 5-fluoro-1-methyl-3-(trifluoromethyl)-N-[2-(1,3,3-trimethylbutyl)phenyl]-1H-pyrazole-4-carboxamide in 10.0 ml of tetrahydrofuran. The reaction mixture is stirred at room temperature for 15 min, and 366.6 mg (4.7 mmol) of acetyl chloride and 2.2 g (21.2 mmol) of acetic anhydride are added. After 16 h of heating under reflux, the reaction mixture is added to 100 ml of methanol and 3 ml of t... Reactants: C(C)(=O)N(C1=C(C(=CC=C1)OCC1=CC=CC=C1)[N+](=O)[O-])CC (N-acetyl-3-benzyloxy-N-ethyl-2-nitroaniline). The reagents and catalysts are [Fe] (iron). Run in C(C)(=O)O (acetic acid), C(C)O (ethanol). Product: C(C1=CC=CC=C1)OC1=CC=CC=2N(C(=NC21)C)CC (4-benzyloxy-1-ethyl-2-methyl-1H-benzimidazole). Yield: 34.2%. RXN SMILES: [C:1]([N:4]([CH2:22][CH3:23])[C:5]1[CH:10]=[CH:9][CH:8]=[C:7]([O:11][CH2:12][C:13]2[CH:18]=[CH:17][CH:16]=[CH:15][CH:14]=2)[C:6]=1[N+:19]([O-])=O)(=O)[CH3:2]>C(O)(=O)C.C(O)C.[Fe]>[CH2:12]([O:11][C:7]1[C:6]2[N:19]=[C:1]([CH3:2])[N:4]([CH2:22][CH3:23])[C:5]=2[CH:10]=[CH:9][CH:8]=1)[C:13]1[CH:18]=[CH:17][CH:16]=[CH:15][CH:14]=1. Reported procedure: To a solution of N-acetyl-3-benzyloxy-N-ethyl-2-nitroaniline (1.37 g) in acetic acid (11 ml) and ethanol (2.7 ml) was added iron (2.43 g), and the mixture was refluxed for 4 hours. Insoluble material was filtered off, and the filtrate was concentrated in vacuo. To the residue was added saturated sodium bicarbonate solution, and extracted with ethyl acetate. The organic layer was washed with saturated sodium bicarbonate solution, water and brine, dried over magnesium sulfate and evaporated in vac... Starting materials: NC1=NC(=CC(=N1)C1=CC(=C(C#N)C=C1)F)N1C[C@@H](CCC1)N1C(OCC1)=O (4-{2-amino-6-[(3R)-3-(2-oxo-1,3-oxazolidin-3-yl)-1-piperidinyl]-4-pyrimidinyl}-2-fluorobenzonitrile), O.NN (hydrazine monohydrate). Run in C(C)O (ethanol). Conditions: temperature 100 celsius. Yields the product NC1=NC(=CC(=N1)N1C[C@@H](CCC1)N1C(OCC1)=O)C1=CC=C2C(=NNC2=C1)N (3-{(3R)-1-[2-Amino-6-(3-amino-1H-indazol-6-yl)-4-pyrimidinyl]-3-piperidinyl}-1,3-oxazolidin-2-one). The yield is 43.2%. As a reaction SMILES: [NH2:1][C:2]1[N:7]=[C:6]([C:8]2[CH:15]=[CH:14][C:11]([C:12]#[N:13])=[C:10](F)[CH:9]=2)[CH:5]=[C:4]([N:17]2[CH2:22][CH2:21][CH2:20][C@@H:19]([N:23]3[CH2:27][CH2:26][O:25][C:24]3=O)[CH2:18]2)[N:3]=1.[OH2:29].[NH2:30][NH2:31]>C(O)C>[NH2:1][C:2]1[N:3]=[C:4]([N:17]2[CH2:22][CH2:21][CH2:20][C@@H:19]([N:23]3[CH2:27][CH2:26][O:29][C:24]3=[O:25])[CH2:18]2)[CH:5]=[C:6]([C:8]2[CH:9]=[C:10]3[C:11]([C:12]([NH2:13])=[N:30][NH:31]3)=[CH:14][CH:15]=2)[N:7]=1 |f:1.2|. Procedure details: Into a 5 mL sealable vial were added 4-{2-amino-6-[(3R)-3-(2-oxo-1,3-oxazolidin-3-yl)-1-piperidinyl]-4-pyrimidinyl}-2-fluorobenzonitrile (83 mg, 0.217 mmol) and ethanol (3 mL) followed by hydrazine monohydrate (0.319 mL, 6.51 mmol). The reaction vial was capped and was heated at 100° C. overnight. The reaction was concentrated, then dissolved in 2 mL of DMSO and purified on HPLC (HPLC condition: open-access Gilson using Trilution software with a Sunfire 5u C18(2) 100A. 50×30.00 mm 5 micron. 7.3-...